This data is from the Open Reaction Database (ORD), a public repository of structured organic reaction records. The task is: describe an organic reaction: reactants, conditions, products, and yield The reactants are NC=1C=C(C(=O)C2CCN(CC2)C)C=CC1 (4-[3-aminobenzoyl]-1-methylpiperidine), poly(4-vinyl pyridine), CN=C=O (Methyl isocyanate). Run in O1CCCC1 (tetrahydrofuran). Run at time 10 minute. Product: CNC(NC=1C=C(C(=O)C2CCN(CC2)C)C=CC1)=O (4-[3-(methylureido)benzoyl]-1-methylpiperidine). The yield is 88.7%. As a reaction SMILES: [NH2:1][C:2]1[CH:3]=[C:4]([CH:14]=[CH:15][CH:16]=1)[C:5]([CH:7]1[CH2:12][CH2:11][N:10]([CH3:13])[CH2:9][CH2:8]1)=[O:6].[CH3:17][N:18]=[C:19]=[O:20]>O1CCCC1>[CH3:17][NH:18][C:19](=[O:20])[NH:1][C:2]1[CH:3]=[C:4]([CH:14]=[CH:15][CH:16]=1)[C:5]([CH:7]1[CH2:8][CH2:9][N:10]([CH3:13])[CH2:11][CH2:12]1)=[O:6]. Reported procedure: 4-[3-aminobenzoyl]-1-methylpiperidine (25 mg, 0.115 mmol) and poly(4-vinyl pyridine) (50 mg, 0.400 mmol, 2% cross-linked) in tetrahydrofuran (2 mL) were allowed to stand 10 min. Methyl isocyanate (20 μL, 0.344 mmol) was added and the reaction mixture was mixed for 96 h at ambient temperature. The reaction mixture was filtered and the filter cake was rinsed with methanol. Glacial acetic acid (0.5 mL) was added to the filtrate solution and the solution was mixed. This mixture was poured over a Var...